Task: describe an organic reaction: reactants, conditions, products, and yield. Dataset: the Open Reaction Database (ORD), a public repository of structured organic reaction records The reactants are CCOC(=O)C(CCC(=O)[O-])NC(=O)OCc1ccccc1, ClCCl, Cl, CC(C)(C)OC(=O)C1Cc2ccccc2N1, N=C=N. The product is CCOC(=O)C(CCC(=O)N1c2ccccc2CC1C(=O)OC(C)(C)C)NC(=O)OCc1ccccc1. RXN SMILES: [CH2:17]([c:18]1[cH:19][cH:20][cH:21][cH:22][cH:23]1)[O:24][C:25](=[O:26])[NH:27][CH:28]([CH2:29][CH2:30][C:31](=[O:32])[O-:33])[C:34](=[O:35])[O:36][CH2:37][CH3:38].[CH2:43]([Cl:44])[Cl:45].[ClH:39].[NH:1]1[CH:2]([C:10](=[O:11])[O:12][C:13]([CH3:14])([CH3:15])[CH3:16])[CH2:3][c:4]2[cH:5][cH:6][cH:7][cH:8][c:9]21.[NH:40]=[C:41]=[NH:42]>>[N:1]1([C:31]([CH2:30][CH2:29][CH:28]([NH:27][C:25]([O:24][CH2:17][c:18]2[cH:19][cH:20][cH:21][cH:22][cH:23]2)=[O:26])[C:34](=[O:35])[O:36][CH2:37][CH3:38])=[O:32])[CH:2]([C:10](=[O:11])[O:12][C:13]([CH3:14])([CH3:15])[CH3:16])[CH2:3][c:4]2[cH:5][cH:6][cH:7][cH:8][c:9]21.